From a dataset of the Open Reaction Database (ORD), a public repository of structured organic reaction records. describe an organic reaction: reactants, conditions, products, and yield Reactants: BrC=1C=C(C(=C(C1)C(CC)=O)O)[N+](=O)[O-] (1-(5-bromo-2-hydroxy-3-nitrophenyl)propan-1-one), substituted 2-nitrophenols, C1(=CC=CC=C1)O (phenol), COC(C(C)Br)=O (methyl-2-bromopropanoate). Yields the product BrC1=CC(=C(OC(C(=O)OC)C)C(=C1)C(CC)=O)[N+](=O)[O-] (Methyl 2-(4-bromo-2-nitro-6-propionylphenoxy)propanoate). RXN SMILES: [Br:1][C:2]1[CH:3]=[C:4]([N+:13]([O-:15])=[O:14])[C:5]([OH:12])=[C:6]([C:8](=[O:11])[CH2:9][CH3:10])[CH:7]=1.C1(O)C=CC=CC=1.[CH3:23][O:24][C:25](=[O:29])[CH:26](Br)[CH3:27]>>[Br:1][C:2]1[CH:7]=[C:6]([C:8](=[O:11])[CH2:9][CH3:10])[C:5]([O:12][CH:26]([CH3:27])[C:25]([O:24][CH3:23])=[O:29])=[C:4]([N+:13]([O-:15])=[O:14])[CH:3]=1. Reported procedure: Using 1-(5-bromo-2-hydroxy-3-nitrophenyl)propan-1-one as the phenol and methyl-2-bromopropanoate as the alkylating agent in the general procedure for alkylation of substituted 2-nitrophenols gives the title compound as a gold oil: 1H NMR (400 MHz, DMSO-d6) δ ppm 1.03-1.10 (m, 3H) 1.44 (d, J=6.82 Hz, 3H) 3.00-3.12 (m, 2H) 3.59 (s, 3H) 4.56 (q, J=6.82 Hz, 1H) 8.07 (d, J=2.53 Hz, 1H) 8.34 (d, J=2.53 Hz, 1H). ESI-MS: m/z 361.1 (M+H)+. Starting materials: C(#N)N=CN[C@H]1[C@@H](C(OC2=C1C=C(C=C2)C#N)(C)C)O (trans-4-[N-(cyanoiminomethyl)amino]-3,4-dihydro-2,2-dimethyl-3-hydroxy-2H-1-benzopyran-6-carbonitrile), S(=O)(=O)(C)Cl (mesyl chloride). Run in N1=CC=CC=C1 (pyridine). Run at time 20 minute. The product is C(#N)N=CNC1=CC(OC2=C1C=C(C=C2)C#N)(C)C (4-[N-(cyanoiminomethyl)amino]-2,2-dimethyl-2 H-1-benzopyran-6-carbonitrile). Yield: 37.7%. As a reaction SMILES: [C:1]([N:3]=[CH:4][NH:5][C@@H:6]1[C:11]2[CH:12]=[C:13]([C:16]#[N:17])[CH:14]=[CH:15][C:10]=2[O:9][C:8]([CH3:19])([CH3:18])[C@H:7]1O)#[N:2].S(Cl)(C)(=O)=O>N1C=CC=CC=1>[C:1]([N:3]=[CH:4][NH:5][C:6]1[C:11]2[CH:12]=[C:13]([C:16]#[N:17])[CH:14]=[CH:15][C:10]=2[O:9][C:8]([CH3:19])([CH3:18])[CH:7]=1)#[N:2]. Procedure details: To a solution of trans-4-[N-(cyanoiminomethyl)amino]-3,4-dihydro-2,2-dimethyl-3-hydroxy-2H-1-benzopyran-6-carbonitrile (1.08 g) in dry pyridine (5.4 ml) was added mesyl chloride (0.77 ml) under ice-water cooling. The reaction mixture was stirred for 2 hours and 20 minutes at ambient temperature and evaporated. The residue was suspended in toluene (26 ml) and thereto was added 1,8-diazabicyclo[5,4,0]undec-7-ene (0.89 ml). The reaction mixture was stirred at 70° C. for 50 minutes and concentrated ... Reactants: NC(=O)N (Urea), O (water), N(=O)[O-].[Na+] (sodium nitrite), O (water), P(=O)([O-])([O-])[O-].[Na+].[Na+].[Na+] (Trisodium phosphate), N(=O)[O-].[Na+] (sodium nitrite), C(C)(=O)C=1SC=CC1 (2-acetylthiophene), Cl (hydrochloric acid), O (water), N(=O)[O-] (nitrite), N(=O)[O-] (nitrite), Cl (hydrochloric acid). Run in C(Cl)Cl (methylene chloride), C(C)(=O)OCC (ethyl acetate), C(Cl)Cl (methylene chloride). Reaction conditions: time 75 minute. Product: S1C(=CC=C1)C(C(=O)O)=O (thien-2-ylglyoxylic acid). RXN SMILES: N([O-])=O.[Na+].[C:5]([C:8]1[S:9][CH:10]=[CH:11][CH:12]=1)(=[O:7])[CH3:6].Cl.P([O-])([O-])([O-])=[O:15].[Na+].[Na+].[Na+].N([O-])=O.NC(N)=O.[OH2:29]>C(OCC)(=O)C.C(Cl)Cl>[S:9]1[CH:10]=[CH:11][CH:12]=[C:8]1[C:5](=[O:7])[C:6]([OH:15])=[O:29] |f:0.1,4.5.6.7|. Procedure details: A solution of sodium nitrite (35g; 0.5 mole) in water (100 ml.) was added steadily over 95 minutes to a stirred mixture of 2-acetylthiophene (25.1g; 0.2 mole) in 6N-hydrochloric acid (200ml) at 65°. 1.3M Trisodium phosphate (160 ml.) was then added over ca 3 minutes to raise the pH of the mixture to 1.8. Simultaneously, addition of a second portion of sodium nitrite (28g; 0.4 mole) in water (70 ml.) was commenced which took 75 minutes to complete. The pH was kept below 3.5 by addition of hydroch... Starting materials: CCOC(CBr)OCC, CN(C)C=O, CN(C)P(=O)(N(C)C)N(C)C, [H-], Nc1ccncc1, [Na+], O. Yields the product CCOC(CNc1ccncc1)OCC. RXN SMILES: [CH2:21]([CH3:22])[O:23][CH:24]([CH2:25][Br:26])[O:27][CH2:28][CH3:29].[CH3:30][N:31]([CH3:32])[CH:33]=[O:34].[CH3:8][N:9]([CH3:10])[P:11](=[O:12])([N:13]([CH3:14])[CH3:15])[N:16]([CH3:17])[CH3:18].[H-:19].[NH2:1][c:2]1[cH:3][cH:4][n:5][cH:6][cH:7]1.[Na+:20].[OH2:35]>>[NH:1]([c:2]1[cH:3][cH:4][n:5][cH:6][cH:7]1)[CH2:25][CH:24]([O:23][CH2:21][CH3:22])[O:27][CH2:28][CH3:29].